Dataset: the Open Reaction Database (ORD), a public repository of structured organic reaction records. Task: describe an organic reaction: reactants, conditions, products, and yield Reactants: BrBr (bromine), CC=1C=CC(=C(C1C(=O)O)O)C(C)(C)C (6-methyl-3-t-butylsalicylic acid), ice water. The solvent is C(C)(=O)O (acetic acid), C(C)(=O)O (acetic acid). The product is BrC1=CC(=C(C(C(=O)O)=C1C)O)C(C)(C)C (5-bromo-6-methyl-3-t-butylsalicylic acid). RXN SMILES: [Br:1]Br.[CH3:3][C:4]1[CH:5]=[CH:6][C:7]([C:14]([CH3:17])([CH3:16])[CH3:15])=[C:8]([OH:13])[C:9]=1[C:10]([OH:12])=[O:11]>C(O)(=O)C>[Br:1][C:5]1[C:4]([CH3:3])=[C:9]([C:10]([OH:12])=[O:11])[C:8]([OH:13])=[C:7]([C:14]([CH3:17])([CH3:16])[CH3:15])[CH:6]=1. Procedure: A solution of 16.8 g. of bromine in 105 g. of glacial acetic acid is added during 80 minutes to a stirred solution of 20.8 g. of 6-methyl-3-t-butylsalicylic acid in 190 g. of glacial acetic acid, and the mixture is stirred at laboratory temperature for a further 1 hour and then poured into 500 ml. of an ice-water mixture. The mixture is filtered and there is thus obtained as solid residue 5-bromo-6-methyl-3-t-butylsalicylic acid, m.p. 212°-214° C. The reactants are FC(C1=CC=C(C=C1)N1N=C(N=C1)C1=CC=C(C=C1)CCC(=O)N=[N+]=[N-])(F)F.N(=C=O)CCC1=CC=C(C=C1)C1=NN(C=N1)C1=CC=C(C=C1)C(F)(F)F (3-(4-(1-(4-(trifluoromethyl)phenyl)-1H-1,2,4-triazol-3-yl)phenyl)propanoyl azide 3-(4-(2-isocyanatoethyl)phenyl)-1-(4-(trifluoromethyl)phenyl)-1H-1,2,4-triazole), ClC=1C=CC(=C(C1)NC(=S)N)C(C)C (1-(5-chloro-2-isopropylphenyl)thiourea). Product: ClC=1C=CC(=C(C1)N1/C(/SCC1=O)=N/C(=O)NCCC1=CC=C(C=C1)C1=NN(C=N1)C1=CC=C(C=C1)C(F)(F)F)C(C)C ((Z)-1-(3-(5-chloro-2-isopropylphenyl)-4-oxothiazolidin-2-ylidene)-3-(4-(1-(4-(trifluoromethyl)phenyl)-1H-1,2,4-triazol-3-yl)phenethyl)urea), oil. Isolated yield 12.0%. Reaction SMILES: FC(F)(F)C1C=CC(N2C=NC(C3C=CC(C[CH2:21][C:22](N=[N+]=[N-])=[O:23])=CC=3)=N2)=CC=1.[N:29]([CH2:32][CH2:33][C:34]1[CH:39]=[CH:38][C:37]([C:40]2[N:44]=[CH:43][N:42]([C:45]3[CH:50]=[CH:49][C:48]([C:51]([F:54])([F:53])[F:52])=[CH:47][CH:46]=3)[N:41]=2)=[CH:36][CH:35]=1)=[C:30]=[O:31].[Cl:55][C:56]1[CH:57]=[CH:58][C:59]([CH:66]([CH3:68])[CH3:67])=[C:60]([NH:62][C:63]([NH2:65])=[S:64])[CH:61]=1>>[Cl:55][C:56]1[CH:57]=[CH:58][C:59]([CH:66]([CH3:68])[CH3:67])=[C:60]([N:62]2[C:22](=[O:23])[CH2:21][S:64]/[C:63]/2=[N:65]\[C:30]([NH:29][CH2:32][CH2:33][C:34]2[CH:39]=[CH:38][C:37]([C:40]3[N:44]=[CH:43][N:42]([C:45]4[CH:50]=[CH:49][C:48]([C:51]([F:54])([F:53])[F:52])=[CH:47][CH:46]=4)[N:41]=3)=[CH:36][CH:35]=2)=[O:31])[CH:61]=1 |f:0.1|. Procedure details: The title compound was prepared as described in Example 35 using 3-(4-(1-(4-(trifluoromethyl)phenyl)-1H-1,2,4-triazol-3-yl)phenyl)propanoyl azide/3-(4-(2-isocyanatoethyl)phenyl)-1-(4-(trifluoromethyl)phenyl)-1H-1,2,4-triazole (C35b) and 1-(5-chloro-2-isopropylphenyl)thiourea (CB32) at a temperature of 60° C.; isolated as a clear oil (0.019 g, 12%).